This data is from the Open Reaction Database (ORD), a public repository of structured organic reaction records. The task is: describe an organic reaction: reactants, conditions, products, and yield Starting materials: Cl.C(C)OC(CC1=C(C=CC=C1F)F)=N (1-ethoxy-2-(2,6-difluorophenyl)-1-imino-ethane hydrochloride), C(C(=O)NN)(=O)N (oxalic acid monoamide monohydrazide), CN (methylamine), CN (methylamine). The solvent is CN(C=O)C (N,N-dimethylformamide). Reaction conditions: time 1 hour. Yields the product C(C)OC(CC1=C(C=CC=C1F)F)=NC (1-ethoxy-2-(2,6-difluorophenyl)-1-(N-methylimino)-ethane). As a reaction SMILES: Cl.[CH2:2]([O:4][C:5](=[NH:15])[CH2:6][C:7]1[C:12]([F:13])=[CH:11][CH:10]=[CH:9][C:8]=1[F:14])[CH3:3].[C:16](N)(=O)C(NN)=O.CN>CN(C)C=O>[CH2:2]([O:4][C:5](=[N:15][CH3:16])[CH2:6][C:7]1[C:12]([F:13])=[CH:11][CH:10]=[CH:9][C:8]=1[F:14])[CH3:3] |f:0.1|. Reported procedure: 70.7 g (300 mmol) of 1-ethoxy-2-(2,6-difluorophenyl)-1-imino-ethane hydrochloride are added, while stirring, to a suspension of 30.9 g (300 mmol) of oxalic acid monoamide monohydrazide in 900 ml of N,N-dimethylformamide. The reaction mixture is heated to 80° and stirred at this temperature for 1 hour. During a period of 20 minutes 10.6 g of methylamine are passed into the resulting white suspension, which leads to the formation of a clear yellow solution. During a period of 1 hour a further 15.9... RXN SMILES: [Cl:1][C:2]1[CH:7]=[CH:6][C:5]([NH:8][NH2:9])=[CH:4][CH:3]=1.[C:10]([OH:15])(=[O:14])[C:11]([CH3:13])=O>O>[Cl:1][C:2]1[CH:7]=[CH:6][C:5]([NH:8][N:9]=[C:11]([CH3:13])[C:10]([OH:15])=[O:14])=[CH:4][CH:3]=1. Solvent: O (water). Yields the product ClC1=CC=C(C=C1)NN=C(C(=O)O)C (2-(p-chlorophenylhydrazono)propionic acid). The reactants are hydrochloric salt, ClC1=CC=C(C=C1)NN (parachlorophenylhydrazine), C(C(=O)C)(=O)O (pyruvic acid). Reported procedure: 75.7 g of hydrochloric salt of parachlorophenylhydrazine was dissolved into 350 ml of water. 37.2 g of pyruvic acid was added into the solution. After stirring for 30 minutes at 70° C. while heating, and then cooling, precipitated crystals were filtered out, washed, and dried. These crystals were recrystallized from isopropyl acohol to obtain 57 g of 2-(p-chlorophenylhydrazono)propionic acid having a melting point of 196° to 197° C. (decomposed). Run at temperature 70 celsius, time 30 minute. The reactants are O=S(=O)(O)c1ccccc1, c1ccccc1. The product is O=S(=O)(c1ccccc1)c1ccccc1. RXN SMILES: [c:1]1([S:7](=[O:8])(=[O:9])[OH:10])[cH:2][cH:3][cH:4][cH:5][cH:6]1.[cH:11]1[cH:12][cH:13][cH:14][cH:15][cH:16]1>>[c:1]1([S:7](=[O:9])(=[O:10])[c:11]2[cH:12][cH:13][cH:14][cH:15][cH:16]2)[cH:2][cH:3][cH:4][cH:5][cH:6]1. Starting materials: C1(=CC=CC=2CCCCC12)OCC(CN1CCN(CC1)C1=CC=C(C=C1)OC)O (1-[3-(5,6,7,8-tetrahydronaphth-1-yloxy)-2-hydroxyprop-1-yl]-4-(4-methoxyphenyl)-piperazine), C1(=CC=CC=2CCCCC12)OCC1CO1 (1-(5,6,7,8-tetrahydronaphth-1-yloxy)-2,3-epoxypropane), COC1=C(C=CC=C1)N1CCNCC1 (4-(methoxyphenyl)-piperazine). Yields the product C1(=CC=CC=2CCCCC12)OCC(CN1CCN(CC1)C1=C(C=CC=C1)OC)O (1-[3-(5,6,7,8-tetrahydronaphth-1-yloxy)-2-hydroxyprop-1-yl]-4-(2-methoxyphenyl)-piperazine). Reaction SMILES: [C:1]1([O:11][CH2:12][CH:13]([OH:29])[CH2:14][N:15]2[CH2:20][CH2:19][N:18](C3C=CC(OC)=CC=3)[CH2:17][CH2:16]2)[C:10]2[CH2:9][CH2:8][CH2:7][CH2:6][C:5]=2[CH:4]=[CH:3][CH:2]=1.[C:30]1([O:40][CH2:41]C2OC2)[C:39]2CCCC[C:34]=2[CH:33]=[CH:32][CH:31]=1.COC1C=CC=CC=1N1CCNCC1>>[C:1]1([O:11][CH2:12][CH:13]([OH:29])[CH2:14][N:15]2[CH2:16][CH2:17][N:18]([C:31]3[CH:32]=[CH:33][CH:34]=[CH:39][C:30]=3[O:40][CH3:41])[CH2:19][CH2:20]2)[C:10]2[CH2:9][CH2:8][CH2:7][CH2:6][C:5]=2[CH:4]=[CH:3][CH:2]=1. Reported procedure: 1-[3-(5,6,7,8-tetrahydronaphth-1-yloxy)-2-hydroxyprop-1-yl]-4-(4-methoxyphenyl)-piperazine from 1-(5,6,7,8-tetrahydronaphth-1-yloxy)-2,3-epoxypropane and 1-(4-(methoxyphenyl)-piperazine; yield 72% of theory; m.p. 83°-84°C. (recrystallized from isopropanol); m.p. of the dihydrochloride 230°-231°C. (decomp.). Reactants: C(O)([O-])=O.[Na+] (sodium hydrogen carbonate), C(C)C1=C(N=C(C(=N1)C(=O)N)NC1=CC=C(C=C1)C1CCNCC1)N[C@@H]1CC[C@H](CC1)O (6-ethyl-5-[(trans-4-hydroxycyclohexyl)amino]-3-[(4-piperidin-4-ylphenyl)amino]pyrazine-2-carboxamide), ClC(C)Cl (dichloroethane), C(C)(=O)OC(C)=O (acetic anhydride). The solvent is N1=CC=CC=C1 (pyridine). Conditions: time 20 minute. The product is C(C)(=O)N1CCC(CC1)C1=CC=C(C=C1)NC=1C(=NC(=C(N1)N[C@@H]1CC[C@H](CC1)O)CC)C(=O)N (3-{[4-(1-acetylpiperidin-4-yl)phenyl]amino}-6-ethyl-5-[(trans-4-hydroxycyclohexyl)amino]pyrazine-2-carboxamide). Reaction SMILES: [CH2:1]([C:3]1[N:8]=[C:7]([C:9]([NH2:11])=[O:10])[C:6]([NH:12][C:13]2[CH:18]=[CH:17][C:16]([CH:19]3[CH2:24][CH2:23][NH:22][CH2:21][CH2:20]3)=[CH:15][CH:14]=2)=[N:5][C:4]=1[NH:25][C@H:26]1[CH2:31][CH2:30][C@H:29]([OH:32])[CH2:28][CH2:27]1)[CH3:2].ClC(Cl)C.[C:37](OC(=O)C)(=[O:39])[CH3:38].C(=O)([O-])O.[Na+]>N1C=CC=CC=1>[C:37]([N:22]1[CH2:21][CH2:20][CH:19]([C:16]2[CH:17]=[CH:18][C:13]([NH:12][C:6]3[C:7]([C:9]([NH2:11])=[O:10])=[N:8][C:3]([CH2:1][CH3:2])=[C:4]([NH:25][C@H:26]4[CH2:27][CH2:28][C@H:29]([OH:32])[CH2:30][CH2:31]4)[N:5]=3)=[CH:14][CH:15]=2)[CH2:24][CH2:23]1)(=[O:39])[CH3:38] |f:3.4|. Procedure: To a mixture of 6-ethyl-5-[(trans-4-hydroxycyclohexyl)amino]-3-[(4-piperidin-4-ylphenyl)amino]pyrazine-2-carboxamide (Example 358) (43 mg) and dichloroethane (1 mL), pyridine (0.01 mL) and acetic anhydride (0.01 mL) were added under ice cooling and stirred at room temperature for 20 minutes. After addition of saturated aqueous sodium hydrogen carbonate, the reaction liquid was partitioned using chloroform and saturated aqueous sodium hydrogen carbonate. After drying over anhydrous sodium sulfate...